From a dataset of the Open Reaction Database (ORD), a public repository of structured organic reaction records. describe an organic reaction: reactants, conditions, products, and yield Reactants: C(CCC)N1CCC(CC1)OC1=CC(=C(C=C1)[N+](=O)[O-])C (1-butyl-4-(3-methyl-4-nitrophenoxy)piperidine), O.O.[Sn](Cl)Cl (tin(II) chloride dihydrate). Run in C(C)O (ethanol). The product is NC1=C(C=C(OC2CCN(CC2)CCCC)C=C1)C (4-[4-Amino-3-methylphenoxy]-1-butylpiperidine). Reaction SMILES: [CH2:1]([N:5]1[CH2:10][CH2:9][CH:8]([O:11][C:12]2[CH:17]=[CH:16][C:15]([N+:18]([O-])=O)=[C:14]([CH3:21])[CH:13]=2)[CH2:7][CH2:6]1)[CH2:2][CH2:3][CH3:4].O.O.[Sn](Cl)Cl>C(O)C>[NH2:18][C:15]1[CH:16]=[CH:17][C:12]([O:11][CH:8]2[CH2:7][CH2:6][N:5]([CH2:1][CH2:2][CH2:3][CH3:4])[CH2:10][CH2:9]2)=[CH:13][C:14]=1[CH3:21] |f:1.2.3|. Procedure details: In a manner similar to Preparation 44 react 1-butyl-4-(3-methyl-4-nitrophenoxy)piperidine with tin(II) chloride dihydrate in ethanol to obtain the title compound. Run in CN(C)C=O (DMF). The reactants are ClC1=CC=C2C(=N1)C(N(C2=O)CC2=CC=C(C=C2)OC)(C)C (2-chloro-6-(4-methoxy-benzyl)-7,7-dimethyl-6,7-dihydro-pyrrolo[3,4-b]pyridin-5-one), [O-]CC.[Na+] (sodium ethoxide). Yields the product C(C)OC1=CC=C2C(=N1)C(N(C2=O)CC2=CC=C(C=C2)OC)(C)C (2-Ethoxy-6-(4-methoxy-benzyl)-7,7-dimethyl-6,7-dihydro-pyrrolo[3,4-b]pyridin-5-one). Run at time 4 hour. RXN SMILES: Cl[C:2]1[N:7]=[C:6]2[C:8]([CH3:22])([CH3:21])[N:9]([CH2:12][C:13]3[CH:18]=[CH:17][C:16]([O:19][CH3:20])=[CH:15][CH:14]=3)[C:10](=[O:11])[C:5]2=[CH:4][CH:3]=1.[O-:23][CH2:24][CH3:25].[Na+]>CN(C=O)C>[CH2:24]([O:23][C:2]1[N:7]=[C:6]2[C:8]([CH3:22])([CH3:21])[N:9]([CH2:12][C:13]3[CH:18]=[CH:17][C:16]([O:19][CH3:20])=[CH:15][CH:14]=3)[C:10](=[O:11])[C:5]2=[CH:4][CH:3]=1)[CH3:25] |f:1.2|. Isolated yield 88.9%. Procedure details: To solution of 2-chloro-6-(4-methoxy-benzyl)-7,7-dimethyl-6,7-dihydro-pyrrolo[3,4-b]pyridin-5-one (intermediate A-16 [F], 3.15 g, 10 mmol) in DMF (30 mL) was added sodium ethoxide (1.02 g, 15 mmol) at room temperature. The reaction mixture was stirred at room temperature for 4 hours before it was quenched by water and extracted with EtOAc. The organic layer was washed with brine, dried over anhy. Na2SO4, filtered and concentrated in vacuo to give title product (2.9 g, 89%) as a solid. MS: 327.2 ... Starting materials: C(C)(C)(C)OC(N[C@@H](C)C(NC1=C(C(=C(C=C1)F)Br)NC1CC1)=O)=O ([(S)-1-(3-Bromo-2-cyclopropylamino-4-fluoro-phenylcarbamoyl)ethyl]carbamic acid tert-butyl ester). Solvent: CC(=O)O (AcOH). Conditions: temperature 70 celsius. The product is C(C)(C)(C)OC(N[C@@H](C)C1=NC2=C(N1C1CC1)C(=C(C=C2)F)Br)=O ([(S)-1-(7-Bromo-1-cyclopropyl-6-fluoro-1H-benzoimidazol-2-yl)ethyl]carbamic acid tert-butyl ester). Isolated yield 76.8%. As a reaction SMILES: [C:1]([O:5][C:6](=[O:25])[NH:7][C@H:8]([C:10](=O)[NH:11][C:12]1[CH:17]=[CH:16][C:15]([F:18])=[C:14]([Br:19])[C:13]=1[NH:20][CH:21]1[CH2:23][CH2:22]1)[CH3:9])([CH3:4])([CH3:3])[CH3:2]>CC(O)=O>[C:1]([O:5][C:6](=[O:25])[NH:7][C@H:8]([C:10]1[N:20]([CH:21]2[CH2:23][CH2:22]2)[C:13]2[C:14]([Br:19])=[C:15]([F:18])[CH:16]=[CH:17][C:12]=2[N:11]=1)[CH3:9])([CH3:4])([CH3:3])[CH3:2]. Procedure details: [(S)-1-(3-Bromo-2-cyclopropylamino-4-fluoro-phenylcarbamoyl)ethyl]carbamic acid tert-butyl ester (1.05 g, 2.52 mmol) was taken up in AcOH (12 mL) and heated at 70° C. for 16 h. After cooling to RT, the volatiles were evaporated in vacuo and the residue was partitioned between EtOAc and a saturated solution of NaHCO3. The aqueous phase was further extracted with EtOAc and the combined organic fractions were washed with brine, dried (Na2SO4) and concentrated in vacuo. The resulting residue was pur... Reactants: NC=1N=CC=2NC3=CC=C(C=C3C2C1COC)OCC1=CC=CC=C1 (3-amino-6-benzyloxy-4-methoxymethyl-β-carboline), Br (HBr), PGE200, C(CC(C)C)ON=O (isoamylnitrite). Reagents/catalysts: [Cu]Br (copper(I) bromide). Solvent: C(Br)(Br)Br (bromoform), C(Cl)Cl (methylene chloride). Product: BrC=1N=CC=2NC3=CC=C(C=C3C2C1COC)OCC1=CC=CC=C1 (3-bromo-6-benzyloxy-4-methoxymethyl-β-carboline). As a reaction SMILES: N[C:2]1[N:3]=[CH:4][C:5]2[NH:6][C:7]3[C:12]([C:13]=2[C:14]=1[CH2:15][O:16][CH3:17])=[CH:11][C:10]([O:18][CH2:19][C:20]1[CH:25]=[CH:24][CH:23]=[CH:22][CH:21]=1)=[CH:9][CH:8]=3.[BrH:26].C(ON=O)CC(C)C>C(Br)(Br)Br.C(Cl)Cl.[Cu]Br>[Br:26][C:2]1[N:3]=[CH:4][C:5]2[NH:6][C:7]3[C:12]([C:13]=2[C:14]=1[CH2:15][O:16][CH3:17])=[CH:11][C:10]([O:18][CH2:19][C:20]1[CH:25]=[CH:24][CH:23]=[CH:22][CH:21]=1)=[CH:9][CH:8]=3. Procedure details: 1 g of 3-amino-6-benzyloxy-4-methoxymethyl-β-carboline in 32 ml of bromoform is mixed with 0.6 ml of HBr/glacial acetic acid (33%) and 5 g of PGE200. 0.46 ml of isoamylnitrite is added at 9° C. and it is maintained for 30 minutes at this temperature. Then 0.56 g of copper(I) bromide is added to this batch. After heating of the batch to room temperature it is diluted with methylene chloride within one hour and extracted once each with dilute ammonia solution and with water. The organic phase is d... Reactants: [BH3-]C#N, CC(=O)O, CO, O=C1CCN(C(=O)C(F)(F)F)CC1, NCc1ccc(F)cc1, [Na+]. The product is O=C(N1CCC(NCc2ccc(F)cc2)CC1)C(F)(F)F. As a reaction SMILES: [C:27]([BH3-:28])#[N:29].[CH3:23][C:24](=[O:25])[OH:26].[CH3:31][OH:32].[F:10][C:11]([C:12](=[O:13])[N:14]1[CH2:15][CH2:16][C:17](=[O:20])[CH2:18][CH2:19]1)([F:21])[F:22].[F:1][c:2]1[cH:3][cH:4][c:5]([CH2:6][NH2:7])[cH:8][cH:9]1.[Na+:30]>>[F:1][c:2]1[cH:3][cH:4][c:5]([CH2:6][NH:7][CH:17]2[CH2:16][CH2:15][N:14]([C:12]([C:11]([F:10])([F:21])[F:22])=[O:13])[CH2:19][CH2:18]2)[cH:8][cH:9]1.